Dataset: the Open Reaction Database (ORD), a public repository of structured organic reaction records. Task: describe an organic reaction: reactants, conditions, products, and yield Reactants: [F-].C(CCC)[N+](CCCC)(CCCC)CCCC (tetrabutylammonium fluoride), C(C1=CC=CC=C1)O[C@H]1[C@@H]2[C@@H](O[C@@]1(CO[Si](C1=CC=CC=C1)(C1=CC=CC=C1)C(C)(C)C)CO2)N2C(=O)NC(=O)C(=C2)C (3′-O-benzyl-5′-O-t-butyldiphenylsilyl-2′-O,4′-C-methylene-5-methyluridine). Run in O1CCCC1 (tetrahydrofuran). Reaction conditions: time 2.5 hour. The product is C(C1=CC=CC=C1)O[C@H]1[C@@H]2[C@@H](O[C@@]1(CO)CO2)N2C(=O)NC(=O)C(=C2)C (3′-O-benzyl-2′-O,4′-C-methylene-5-methyluridine). The yield is 82.9%. RXN SMILES: [F-].C([N+](CCCC)(CCCC)CCCC)CCC.[CH2:19]([O:26][C@@H:27]1[C@@:31]2([CH2:51][O:52][C@H:28]1[C@H:29]([N:53]1[CH:60]=[C:59]([CH3:61])[C:57](=[O:58])[NH:56][C:54]1=[O:55])[O:30]2)[CH2:32][O:33][Si](C(C)(C)C)(C1C=CC=CC=1)C1C=CC=CC=1)[C:20]1[CH:25]=[CH:24][CH:23]=[CH:22][CH:21]=1>O1CCCC1>[CH2:19]([O:26][C@@H:27]1[C@@:31]2([CH2:51][O:52][C@H:28]1[C@H:29]([N:53]1[CH:60]=[C:59]([CH3:61])[C:57](=[O:58])[NH:56][C:54]1=[O:55])[O:30]2)[CH2:32][OH:33])[C:20]1[CH:21]=[CH:22][CH:23]=[CH:24][CH:25]=1 |f:0.1|. Procedure details: In a stream of nitrogen, tetrabutylammonium fluoride (1.0 M in THF, 379 μl, 0.379 μmol) was added to a tetrahydrofuran solution (1 ml) of Compound 37 (188.7 mg, 0.316 mmol), and the mixture was stirred for 2.5 hours at room temperature. The reaction mixture was distilled under reduced pressure, and the resulting crude product was purified by silica gel column chromatography (AcOEt-hexane, 1:1→1:0) to obtain a white powder, Compound 38 (94.6 mg, 0.262 mmol, 83%). Reactants: Cl.C(C)ON (Ethoxyamine hydrochloride), [OH-].[Na+] (sodium hydroxide), C(CCC)(=O)C=1C(CC(CC1O)C1=CN=C(S1)C)=O (2-butyryl-3-hydroxy-5-(2-methyl-5-thiazolyl)cyclohex-2-en-1-one). Solvent: C(C)O (ethanol), O (water). Reaction conditions: time 20 hour. Product: OC1=CC(CC(C1)C1=CN=C(S1)C)=O (3-hydroxy-5-(2-methyl-5-thiazolyl)cyclohex-2-en-1-one). The yield is 143.0%. Reaction SMILES: Cl.C(ON)C.[OH-].[Na+].C([C:13]1[C:14](=[O:26])[CH2:15][CH:16]([C:20]2[S:24][C:23]([CH3:25])=[N:22][CH:21]=2)[CH2:17][C:18]=1[OH:19])(=O)CCC>C(O)C.O>[OH:19][C:18]1[CH2:17][CH:16]([C:20]2[S:24][C:23]([CH3:25])=[N:22][CH:21]=2)[CH2:15][C:14](=[O:26])[CH:13]=1 |f:0.1,2.3|. Procedure: Ethoxyamine hydrochloride (0.3 g) and then aqueous sodium hydroxide (0.12 g in 1 ml of water) were added to a solution of 2-butyryl-3-hydroxy-5-(2-methyl-5-thiazolyl)cyclohex-2-en-1-one (0.7 g) in ethanol (50 ml) at 20° C. with stirring. After 20 hours, the mixture was diluted with water (200 ml) and then extracted with chloroform (2×100 ml). The dried (MgSO4) organic extract was evaporated to give 2-[1-ethoxyimino)butyl]-3-hydroxy-5-(2-methyl-5-thiazolyl)cyclohex-2-en-1-one (0.75 g, 95%) as a n... Starting materials: C1CCOC1 (THF), N(=C=O)CC(=O)OCC (ethyl isocyanatoacetate), CCN(C(C)C)C(C)C (Hünig's base), COCOC1=CC=C(C=C1)C1=CC(=C2C(=N1)N(N=C2C)C2OCCCC2)CN2C(CNC(C2)(C)C)(C)C (6-(4-Methoxymethoxy-phenyl)-3-methyl-1-(tetrahydro-pyran-2-yl)-4-(2,2,5,5-tetramethyl-piperazin-1-ylmethyl)-1H-pyrazolo[3,4-b]pyridine). Run in O (water). Yields the product C(C)OC(CNC(=O)N1C(CN(C(C1)(C)C)CC1=C2C(=NC(=C1)C1=CC=C(C=C1)OCOC)N(N=C2C)C2OCCCC2)(C)C)=O (({4-[6-(4-Methoxymethoxy-phenyl)-3-methyl-1-(tetrahydro-pyran-2-yl)-1H-pyrazolo[3,4-b]pyridin-4-ylmethyl]-2,2,5,5-tetramethyl-piperazine-1-carbonyl}-amino)-acetic acid ethyl ester). Isolated yield 27.9%. Reaction SMILES: [CH3:1][O:2][CH2:3][O:4][C:5]1[CH:10]=[CH:9][C:8]([C:11]2[N:16]=[C:15]3[N:17]([CH:21]4[CH2:26][CH2:25][CH2:24][CH2:23][O:22]4)[N:18]=[C:19]([CH3:20])[C:14]3=[C:13]([CH2:27][N:28]3[CH2:33][C:32]([CH3:35])([CH3:34])[NH:31][CH2:30][C:29]3([CH3:37])[CH3:36])[CH:12]=2)=[CH:7][CH:6]=1.C1COCC1.[N:43]([CH2:46][C:47]([O:49][CH2:50][CH3:51])=[O:48])=[C:44]=[O:45].CCN(C(C)C)C(C)C>O>[CH2:50]([O:49][C:47](=[O:48])[CH2:46][NH:43][C:44]([N:31]1[CH2:30][C:29]([CH3:37])([CH3:36])[N:28]([CH2:27][C:13]2[CH:12]=[C:11]([C:8]3[CH:7]=[CH:6][C:5]([O:4][CH2:3][O:2][CH3:1])=[CH:10][CH:9]=3)[N:16]=[C:15]3[N:17]([CH:21]4[CH2:26][CH2:25][CH2:24][CH2:23][O:22]4)[N:18]=[C:19]([CH3:20])[C:14]=23)[CH2:33][C:32]1([CH3:35])[CH3:34])=[O:45])[CH3:51]. Reported procedure: To a solution of 200 mg 6-(4-Methoxymethoxy-phenyl)-3-methyl-1-(tetrahydro-pyran-2-yl)-4-(2,2,5,5-tetramethyl-piperazin-1-ylmethyl)-1H-pyrazolo[3,4-b]pyridine in 3 ml abs. THF were added 51 mg ethyl isocyanatoacetate and 51 mg Hünig's base. After 16 h at rt water was added, and the pH was adjusted to neutral. The mixture was extracted with ethyl acetate twice and the combined organic layers were dried and concentrated in vacuo. 70 mg of the title compound were obtained, which were subjected to t... Reactants: OC1=CC=C2C(C(=O)OC(N2)=O)=C1 (5-hydroxyisatoic anhydride), N1C=NC=C1 (imidazole), [Si](C)(C)(C(C)(C)C)Cl (tert-butyldimethylsilyl chloride). Run in O (water), CN(C=O)C (N,N-dimethylformamide). Conditions: time 2 hour. Yields the product [Si](C)(C)(C(C)(C)C)OC1=CC=C2C(C(=O)OC(N2)=O)=C1 (5-(tert-Butyldimethylsilyloxy)isatoic anhydride). The yield is 96.0%. Reaction SMILES: [OH:1][C:2]1[CH:13]=[C:6]2[C:7]([O:9][C:10](=[O:12])[NH:11][C:5]2=[CH:4][CH:3]=1)=[O:8].N1C=CN=C1.[Si:19](Cl)([C:22]([CH3:25])([CH3:24])[CH3:23])([CH3:21])[CH3:20]>CN(C)C=O.O>[Si:19]([O:1][C:2]1[CH:13]=[C:6]2[C:7]([O:9][C:10](=[O:12])[NH:11][C:5]2=[CH:4][CH:3]=1)=[O:8])([C:22]([CH3:25])([CH3:24])[CH3:23])([CH3:21])[CH3:20]. Procedure: To a mixture of 5-hydroxyisatoic anhydride (1.6 g, 9.0 mmol) and imidazole (670 mg, 9.9 mmol) in N,N-dimethylformamide (10 mL) was added tert-butyldimethylsilyl chloride N (1.42 g, 9.45 mmol). After stirring for 2 h, the reaction mixture was diluted with ice and water. After warming to room temperature, the resulting precipitate was filtered and washed with water and hexane. The solid was vacuum dried at 55° C./0.1 mm for 14 h to give 2.55 g (96%) of the title compound as a light gray solid; mp ...